Dataset: the Open Reaction Database (ORD), a public repository of structured organic reaction records. Task: describe an organic reaction: reactants, conditions, products, and yield Reactants: C(C)(C)(C)OC(=O)N1CCC(CC1)C1=NC(=NC(=C1)O)N1CCOCC1 (4-(6-Hydroxy-2-morpholin-4-ylpyrimidin-4-yl)-piperidine-1-carboxylic acid tert-butyl ester), Cl (hydrogen chloride). The solvent is C(C)OCC (diethyl ether). Reaction conditions: time 18 hour. The product is Cl.N1(CCOCC1)C1=NC(=CC(=N1)O)C1CCNCC1 (2-morpholin-4-yl-6-piperidin-4-yl-pyrimidin-4-ol, hydrochloride salt). Reaction SMILES: C(OC([N:8]1[CH2:13][CH2:12][CH:11]([C:14]2[CH:19]=[C:18]([OH:20])[N:17]=[C:16]([N:21]3[CH2:26][CH2:25][O:24][CH2:23][CH2:22]3)[N:15]=2)[CH2:10][CH2:9]1)=O)(C)(C)C.[ClH:27]>C(OCC)C>[ClH:27].[N:21]1([C:16]2[N:17]=[C:18]([OH:20])[CH:19]=[C:14]([CH:11]3[CH2:12][CH2:13][NH:8][CH2:9][CH2:10]3)[N:15]=2)[CH2:26][CH2:25][O:24][CH2:23][CH2:22]1 |f:3.4|. Procedure details: 4-(6-Hydroxy-2-morpholin-4-ylpyrimidin-4-yl)-piperidine-1-carboxylic acid tert-butyl ester (0.19 g, 0.52 mmol) was added to 2 N hydrogen chloride in diethyl ether and stirred for 18 hours at room temperature. The resultant product was isolated by filtration and washed with ether to provide 2-morpholin-4-yl-6-piperidin-4-yl-pyrimidin-4-01, hydrochloride salt (0.16 g, 91% yield) as a white solid. 1H NMR (300 MHz, CD3OD/TMS): δ=6.17 (s, 1H), 3.90-3.78 (m, 8H), 3.60-3.50 (m, 2H), 3.26-3.1 (m, 3H), 2... The reactants are [Cl-].[Na+] (sodium chloride), NC1=CC=C(C=C1)NNC=O (2-(4-aminophenyl)-1-formylhydrazine), ClC1=C(C=C(C=C1)[N+](=O)[O-])S(=O)(=O)Cl (2-chloro-5-nitrobenzenesulfonyl chloride), C(C)#N (acetonitrile). Run in CN(C(C)=O)C (N,N-dimethylacetamide), N1=CC=CC=C1 (pyridine). Run at temperature -5 celsius. Product: ClC1=C(C=C(C=C1)[N+](=O)[O-])S(=O)(=O)NC1=CC=C(C=C1)NNC=O (2-[4-(2-chloro-5-nitrobenzenesulfonamido)phenyl]-1-formylhydrazine). The yield is 72.6%. RXN SMILES: C(#N)C.[NH2:4][C:5]1[CH:10]=[CH:9][C:8]([NH:11][NH:12][CH:13]=[O:14])=[CH:7][CH:6]=1.[Cl:15][C:16]1[CH:21]=[CH:20][C:19]([N+:22]([O-:24])=[O:23])=[CH:18][C:17]=1[S:25](Cl)(=[O:27])=[O:26].[Cl-].[Na+]>CN(C)C(=O)C.N1C=CC=CC=1>[Cl:15][C:16]1[CH:21]=[CH:20][C:19]([N+:22]([O-:24])=[O:23])=[CH:18][C:17]=1[S:25]([NH:4][C:5]1[CH:6]=[CH:7][C:8]([NH:11][NH:12][CH:13]=[O:14])=[CH:9][CH:10]=1)(=[O:27])=[O:26] |f:3.4|. Reported procedure: In a mixture of 90 ml of N,N-dimethylacetamide, 76 ml of acetonitrile, and 19 ml of pyridine were dissolved 35.4 g of 2-(4-aminophenyl)-1-formylhydrazine in a nitrogen gas atmosphere and after cooling the solution to -5° C., 59.9 g of 2-chloro-5-nitrobenzenesulfonyl chloride were gradually added to the solution while cooling the solution with stirring so that the liquid temperature was not over -5° C. After further stirring the mixture for 1.5 hours at a temperature below -5° C., the reaction mi...